Task: describe an organic reaction: reactants, conditions, products, and yield. Dataset: the Open Reaction Database (ORD), a public repository of structured organic reaction records Starting materials: ClC=1C=CC(=NC1)NC(=O)CN1C(=NC=2C1=CSC2C(=O)O)C(NC2CCN(CC2)C(C)C)=O (3-[(5-Chloro-pyridin-2-ylcarbamoyl)-methyl]-2-(1-isopropyl-piperidin-4-ylcarbamoyl)-3H-thieno[3,4-d]imidazole-6-carboxylic acid), C1CNCCOC1.Cl (homomorpholine-hydrochloride). Product: C(C)(C)N1CCC(CC1)NC(=O)C=1N(C=2C(N1)=C(SC2)C(=O)N2CCOCCC2)CC(NC2=NC=C(C=C2)Cl)=O (3-[(5-Chloro-pyridin-2-ylcarbamoyl)-methyl]-6-([1,4]oxazepane-4-carbonyl)-3H-thieno[3,4-d]imidazole-2-carboxylic acid (1-isopropyl-piperidin-4-yl)-amide). RXN SMILES: [Cl:1][C:2]1[CH:3]=[CH:4][C:5]([NH:8][C:9]([CH2:11][N:12]2[C:16]3=[CH:17][S:18][C:19]([C:20]([OH:22])=O)=[C:15]3[N:14]=[C:13]2[C:23](=[O:34])[NH:24][CH:25]2[CH2:30][CH2:29][N:28]([CH:31]([CH3:33])[CH3:32])[CH2:27][CH2:26]2)=[O:10])=[N:6][CH:7]=1.[CH2:35]1[CH2:41][O:40][CH2:39][CH2:38][NH:37][CH2:36]1.Cl>>[CH:31]([N:28]1[CH2:29][CH2:30][CH:25]([NH:24][C:23]([C:13]2[N:12]([CH2:11][C:9](=[O:10])[NH:8][C:5]3[CH:4]=[CH:3][C:2]([Cl:1])=[CH:7][N:6]=3)[C:16]3[C:15](=[C:19]([C:20]([N:37]4[CH2:36][CH2:35][CH2:41][O:40][CH2:39][CH2:38]4)=[O:22])[S:18][CH:17]=3)[N:14]=2)=[O:34])[CH2:26][CH2:27]1)([CH3:32])[CH3:33] |f:1.2|. Procedure: 3-[(5-Chloro-pyridin-2-ylcarbamoyl)-methyl]-6-([1,4]oxazepane-4-carbonyl)-3H-thieno[3,4-d]imidazole-2-carboxylic acid (1-isopropyl-piperidin-4-yl)-amide was prepared by a procedure according to example 22 starting from 80 mg (0.158 mmol) 3-[(5-Chloro-pyridin-2-ylcarbamoyl)-methyl]-2-(1-isopropyl-piperidin-4-ylcarbamoyl)-3H-thieno[3,4-d]imidazole-6-carboxylic acid and 21.8 mg (0.158 mmol) homomorpholine-hydrochloride. The title compound was obtained as its formiate in form of a white amorphous so... The reactants are CC(C(=O)OCC1=CC=CC=C1)(C\C=C\C)C1=CC=CC=C1 (Benzyl (4E)-2-methyl-2-phenylhex-4-enoate). Reagents/catalysts: [Pd] (palladium on carbon). Solvent: C(C)(=O)OCC (ethyl acetate). Reaction conditions: time 72 hour. Product: CC(C(=O)O)(CCCC)C1=CC=CC=C1 (2-methyl-2-phenylhexanoic Acid). Yield: 99.6%. RXN SMILES: [CH3:1][C:2]([C:17]1[CH:22]=[CH:21][CH:20]=[CH:19][CH:18]=1)([CH2:13]/[CH:14]=[CH:15]/[CH3:16])[C:3]([O:5]CC1C=CC=CC=1)=[O:4]>C(OCC)(=O)C.[Pd]>[CH3:1][C:2]([C:17]1[CH:18]=[CH:19][CH:20]=[CH:21][CH:22]=1)([CH2:13][CH2:14][CH2:15][CH3:16])[C:3]([OH:5])=[O:4]. Reported procedure: A solution of Example 27A (2.45 g, 8.32 mmol) in ethyl acetate (20 mL) was treated with 10% palladium on carbon (0.245 g, 10 weight percent) and stirred under a hydrogen balloon for 72 hours. The vessel was purged with nitrogen gas and the mixture was filtered through a pad of celite and the filtrate was concentrated in vacuo to give the title compound (1.71 g, 99%). 1H NMR (300 MHz, CDCl3): δ ppm 0.87 (m, 3 H) 1.24 (m, 4 H) 1.57 (m, 3H) 1.98 (m, 2 H) 7.32 (m, 5 H). MS (DCI NH3+) m/z 224 (M+NH4)...